Dataset: the Open Reaction Database (ORD), a public repository of structured organic reaction records. Task: describe an organic reaction: reactants, conditions, products, and yield As a reaction SMILES: [CH2:1]([c:2]1[cH:3][cH:4][cH:5][cH:6][cH:7]1)[O:8][C:9](=[O:10])[N:11]1[CH2:12][CH2:13][N:14]([C:40](=[O:41])[O:42][CH2:43][c:44]2[cH:45][cH:46][cH:47][cH:48][cH:49]2)[CH2:15][CH2:16][N:17]([C:30](=[O:31])[O:32][CH2:33][c:34]2[cH:35][cH:36][cH:37][cH:38][cH:39]2)[CH2:18][CH2:19][N:20]([CH:23]([CH3:24])[C:25](=[O:26])[O:27][CH2:28][CH3:29])[CH2:21][CH2:22]1.[Na+:51].[O:52]1[CH2:53][CH2:54][O:55][CH2:56][CH2:57]1.[OH-:50]>>[CH2:1]([c:2]1[cH:3][cH:4][cH:5][cH:6][cH:7]1)[O:8][C:9](=[O:10])[N:11]1[CH2:12][CH2:13][N:14]([C:40](=[O:41])[O:42][CH2:43][c:44]2[cH:45][cH:46][cH:47][cH:48][cH:49]2)[CH2:15][CH2:16][N:17]([C:30](=[O:31])[O:32][CH2:33][c:34]2[cH:35][cH:36][cH:37][cH:38][cH:39]2)[CH2:18][CH2:19][N:20]([CH:23]([CH3:24])[C:25](=[O:26])[OH:27])[CH2:21][CH2:22]1. The product is CC(C(=O)O)N1CCN(C(=O)OCc2ccccc2)CCN(C(=O)OCc2ccccc2)CCN(C(=O)OCc2ccccc2)CC1. The reactants are CCOC(=O)C(C)N1CCN(C(=O)OCc2ccccc2)CCN(C(=O)OCc2ccccc2)CCN(C(=O)OCc2ccccc2)CC1, [Na+], C1COCCO1, [OH-].